From a dataset of the Open Reaction Database (ORD), a public repository of structured organic reaction records. describe an organic reaction: reactants, conditions, products, and yield Yields the product O[C@H]1C[C@H]2C[C@H]([C@H]3[C@@H]4CC[C@H]([C@@H](CCCO)C)[C@]4([C@H](C[C@@H]3[C@]2(CC1)C)O)C)O (3α,7α,12α,24-tetrahydroxy-5β-cholane). Procedure: A suspension of LiA1H4 (0.06 g, 3 mols. equiv.) in dry THF (25 ml) was stirred under nitrogen whilst standing in an ice/methanol bath. Methyl cholate (5a) (0.22 g, 0.52 mmol) in dry THF (10 ml) was then added dropwise and the resultant mixture stirred at ambient temperature overnight. Water was then introduced carefully to the mixture until all the excess LiA1H4 ad been destroyed. The resultant mixture was acidified with 2M HCl and extracted into EtOAc (3×). The combined organic extracts were wa... Reactants: C[C@H](CCC(=O)OC)[C@H]1CC[C@@H]2[C@@]1([C@H](C[C@H]3[C@H]2[C@@H](C[C@H]4[C@@]3(CC[C@H](C4)O)C)O)O)C (Methyl cholate), O (Water), resultant mixture. The yield is 82.9%. RXN SMILES: [CH3:1][C@@H:2]([C@@H:9]1[C@@:13]2([CH3:30])[C@@H:14]([OH:29])[CH2:15][C@@H:16]3[C@@:21]4([CH3:27])[CH2:22][CH2:23][C@@H:24]([OH:26])[CH2:25][C@H:20]4[CH2:19][C@@H:18]([OH:28])[C@H:17]3[C@@H:12]2[CH2:11][CH2:10]1)[CH2:3][CH2:4][C:5](OC)=[O:6].O>C1COCC1>[OH:26][C@@H:24]1[CH2:23][CH2:22][C@@:21]2([CH3:27])[C@H:20]([CH2:19][C@@H:18]([OH:28])[C@@H:17]3[C@@H:16]2[CH2:15][C@H:14]([OH:29])[C@@:13]2([CH3:30])[C@H:12]3[CH2:11][CH2:10][C@@H:9]2[C@H:2]([CH3:1])[CH2:3][CH2:4][CH2:5][OH:6])[CH2:25]1. Solvent: C1CCOC1 (THF), C1CCOC1 (THF). Reactants: ClC1=NC=NC2=CC(=C(C=C12)OC)OC (4-Chloro-6,7-dimethoxyquinazoline), IC1=CC=C(N)C=C1 (4-iodoaniline), C(C)(C)O (isopropyl alcohol). Product: COC=1C=C2C(=NC=NC2=CC1OC)NC1=CC=C(C=C1)C#C ((6,7-Dimethoxyquinazolin-4-yl)-(4-ethynylphenyl)-amine), Cl.IC1=CC=C(C=C1)NC1=NC=NC2=CC(=C(C=C12)OC)OC ((4-iodophenyl)-(6,7-dimethoxyquinazoline-4-yl)amine hydrochloride). RXN SMILES: [Cl:1][C:2]1[C:11]2[C:6](=[CH:7][C:8]([O:14][CH3:15])=[C:9]([O:12][CH3:13])[CH:10]=2)[N:5]=[CH:4][N:3]=1.[I:16][C:17]1[CH:23]=[CH:22][C:20]([NH2:21])=[CH:19][CH:18]=1.[CH:24](O)(C)[CH3:25]>>[CH3:13][O:12][C:9]1[CH:10]=[C:11]2[C:6](=[CH:7][C:8]=1[O:14][CH3:15])[N:5]=[CH:4][N:3]=[C:2]2[NH:21][C:20]1[CH:22]=[CH:23][C:17]([C:24]#[CH:25])=[CH:18][CH:19]=1.[ClH:1].[I:16][C:17]1[CH:23]=[CH:22][C:20]([NH:21][C:2]2[C:11]3[C:6](=[CH:7][C:8]([O:14][CH3:15])=[C:9]([O:12][CH3:13])[CH:10]=3)[N:5]=[CH:4][N:3]=2)=[CH:19][CH:18]=1 |f:4.5|. Procedure: The title product was prepared in the following three step sequence without purification of the intermediates. 4-Chloro-6,7-dimethoxyquinazoline (250 mg, 1.113 mmol) and 4-iodoaniline (268 mg, 1.224 mmol) were refluxed in 10 mL of isopropyl alcohol for 3 hours, cooled to room temperature and filtered to afford solid (4-iodophenyl)-(6,7-dimethoxyquinazoline-4-yl)amine hydrochloride which was washed with 10 mL of isopropyl alcohol and dried in vacuo at 70° C., 396 mg (76%). A mixture consisting of...